Dataset: the Open Reaction Database (ORD), a public repository of structured organic reaction records. Task: describe an organic reaction: reactants, conditions, products, and yield The reactants are ClC1=CC=C(C=C1)S(=O)(=O)NCC(C(=O)NC1=CC=C(C=C1)C(=O)OCC)COC1OCCCC1 ((RS)-2-(4-chlorobenzenesulfonylaminomethyl)-N-(4-ethoxycarbonylphenyl)-3-(tetrahydropyran-2-yloxy)propanamide), C1(=CC=C(C=C1)S(=O)(=O)O)C (p-toluenesulfonic acid). The solvent is CO (methanol). Reaction conditions: time 2 hour. The product is ClC1=CC=C(C=C1)S(=O)(=O)NCC(C(=O)NC1=CC=C(C=C1)C(=O)OCC)CO ((RS)-2-(4-chlorobenzenesulfonylaminomethyl)-N-(4-ethoxycarbonylphenyl)-3-hydroxypropanamide). Isolated yield 89.3%. As a reaction SMILES: [Cl:1][C:2]1[CH:7]=[CH:6][C:5]([S:8]([NH:11][CH2:12][CH:13]([CH2:28][O:29]C2CCCCO2)[C:14]([NH:16][C:17]2[CH:22]=[CH:21][C:20]([C:23]([O:25][CH2:26][CH3:27])=[O:24])=[CH:19][CH:18]=2)=[O:15])(=[O:10])=[O:9])=[CH:4][CH:3]=1.C1(C)C=CC(S(O)(=O)=O)=CC=1>CO>[Cl:1][C:2]1[CH:7]=[CH:6][C:5]([S:8]([NH:11][CH2:12][CH:13]([CH2:28][OH:29])[C:14]([NH:16][C:17]2[CH:22]=[CH:21][C:20]([C:23]([O:25][CH2:26][CH3:27])=[O:24])=[CH:19][CH:18]=2)=[O:15])(=[O:9])=[O:10])=[CH:4][CH:3]=1. Procedure details: After (RS)-2-(4-chlorobenzenesulfonylaminomethyl)-N-(4-ethoxycarbonylphenyl)-3-(tetrahydropyran-2-yloxy)propanamide (10.8 mg) was dissolved in methanol (5 ml), the mixture was acidified with p-toluenesulfonic acid to pH less than 4, and the whole was stirred for 2 hours. The reaction mixture was concentrated under reduced pressure, and the residue was dissolved in ethyl acetate. The resulting solution was washed with saturated NaHCO3 and saturated NaCl and dried over Na2SO4 and concentrated to g... The reactants are ClC1=NC=CC(=C1)CC(F)(P(OC(C)C)(OC(C)C)=O)P(OC(C)C)(OC(C)C)=O (Tetraisopropyl (2-(2-chloropyridin-4-yl)-1-fluoroethane-1,1-diyl)bis(phosphonate)), N1N=CC2=C(C=CC=C12)B(O)O ((1H-indazol-4-yl)boronic acid). Reagents/catalysts: C=1C=CC(=CC1)[P](C=2C=CC=CC2)(C=3C=CC=CC3)[Pd]([P](C=4C=CC=CC4)(C=5C=CC=CC5)C=6C=CC=CC6)([P](C=7C=CC=CC7)(C=8C=CC=CC8)C=9C=CC=CC9)[P](C=1C=CC=CC1)(C=1C=CC=CC1)C=1C=CC=CC1 (Pd(PPh3)4). Solvent: COCCOC (DME). The product is N1N=CC2=C(C=CC=C12)C1=NC=CC(=C1)CC(F)(P(OC(C)C)(OC(C)C)=O)P(OC(C)C)(OC(C)C)=O (tetraisopropyl (2-(2-(1H-indazol-4-yl)pyridin-4-yl)-1-fluoroethane-1,1-diyl)bis(phosphonate)). Yield: 30.7%. Reaction SMILES: Cl[C:2]1[CH:7]=[C:6]([CH2:8][C:9]([P:21](=[O:30])([O:26][CH:27]([CH3:29])[CH3:28])[O:22][CH:23]([CH3:25])[CH3:24])([P:11](=[O:20])([O:16][CH:17]([CH3:19])[CH3:18])[O:12][CH:13]([CH3:15])[CH3:14])[F:10])[CH:5]=[CH:4][N:3]=1.[NH:31]1[C:39]2[C:34](=[C:35](B(O)O)[CH:36]=[CH:37][CH:38]=2)[CH:33]=[N:32]1>C1C=CC([P]([Pd]([P](C2C=CC=CC=2)(C2C=CC=CC=2)C2C=CC=CC=2)([P](C2C=CC=CC=2)(C2C=CC=CC=2)C2C=CC=CC=2)[P](C2C=CC=CC=2)(C2C=CC=CC=2)C2C=CC=CC=2)(C2C=CC=CC=2)C2C=CC=CC=2)=CC=1.COCCOC>[NH:31]1[C:39]2[C:34](=[C:35]([C:2]3[CH:7]=[C:6]([CH2:8][C:9]([P:21](=[O:30])([O:26][CH:27]([CH3:29])[CH3:28])[O:22][CH:23]([CH3:25])[CH3:24])([P:11](=[O:20])([O:16][CH:17]([CH3:19])[CH3:18])[O:12][CH:13]([CH3:15])[CH3:14])[F:10])[CH:5]=[CH:4][N:3]=3)[CH:36]=[CH:37][CH:38]=2)[CH:33]=[N:32]1 |^1:46,48,67,86|. Reported procedure: Tetraisopropyl (2-(2-chloropyridin-4-yl)-1-fluoroethane-1,1-diyl)bis(phosphonate) (78 mg; 0.16 mmol), Pd(PPh3)4 (37 mg; 0.032 mmol) and (1H-indazol-4-yl)boronic acid (52 mg; 0.32 mmol) are mixed in microwave vial (2-5 mL). The vial is capped with a septum, 2.0 mL of DME is added and the reaction mixture is immediately flushed with argon. Sodium carbonate solution (0.20 mL; 2M) is added and the mixture is flushed again with argon. The vial is re-capped with Teflon cap and irradiated in microwave ...